Dataset: the Open Reaction Database (ORD), a public repository of structured organic reaction records. Task: describe an organic reaction: reactants, conditions, products, and yield The reactants are [N+](=O)([O-])C1=C(C(C(=O)O)=CC=C1[N+](=O)[O-])C(=O)O (3,4-dinitrophthalic acid), C(C)OC=1C=C(C=CC1OC)C(CS(=O)(=O)C)N (2-(3-ethoxy-4-methoxyphenyl)-1-(methylsulfonyl)eth-2-ylamine). Solvent: C1(=CC=CC=C1)C (toluene). The product is C(C)OC=1C=C(C=CC1OC)C(CS(=O)(=O)C)N1C(C2=CC=C(C(=C2C1=O)[N+](=O)[O-])[N+](=O)[O-])=O (2-[1-(3-ethoxy-4-methoxyphenyl)-2-methylsulfonylethyl]-4,5-dinitroisoindoline-1,3-dione). Yield: 48.8%. As a reaction SMILES: [N+:1]([C:4]1[C:12]([N+:13]([O-:15])=[O:14])=[CH:11][CH:10]=[C:6]([C:7]([OH:9])=O)[C:5]=1[C:16]([OH:18])=O)([O-:3])=[O:2].[CH2:19]([O:21][C:22]1[CH:23]=[C:24]([CH:30]([NH2:36])[CH2:31][S:32]([CH3:35])(=[O:34])=[O:33])[CH:25]=[CH:26][C:27]=1[O:28][CH3:29])[CH3:20]>C1(C)C=CC=CC=1>[CH2:19]([O:21][C:22]1[CH:23]=[C:24]([CH:30]([N:36]2[C:16](=[O:18])[C:5]3[C:6](=[CH:10][CH:11]=[C:12]([N+:13]([O-:15])=[O:14])[C:4]=3[N+:1]([O-:3])=[O:2])[C:7]2=[O:9])[CH2:31][S:32]([CH3:35])(=[O:34])=[O:33])[CH:25]=[CH:26][C:27]=1[O:28][CH3:29])[CH3:20]. Procedure: A mixture of 3,4-dinitrophthalic acid (4.63 g, 18.1 mmol) and 2-(3-ethoxy-4-methoxyphenyl)-1-(methylsulfonyl)eth-2-ylamine (4.94 g, 18.1 g) in toluene (70 mL) was heated to reflux for 15 hours. The water was removed by a Dean-Stark trap. To the reaction mixture was added ethyl acetate (150 mL). The organic layer was extracted with water, sodium hydrogen carbonate (sat), brine (100 mL each), and dried over magnesium sulfate. The solvent was removed in vacuo to give a solid. The solid was recrysta... Reactants: C1(=CC=CC=C1)P(C1=CC=CC=C1)(C1=CC=CC=C1)=O (Triphenylphosphine oxide), C(C1=CC=CC=C1)SC(CNC(=O)C=1NC2=C(C=C(C=C2C1)OCCOC)[N+](=O)[O-])C(OC)OC (N-[2-(benzylthio)-3,3-dimethoxypropyl]-5-(2-methoxyethoxy)-7-nitro-1H-indole-2-carboxamide), C1(=CC=CC=C1)SC (thioanisole), FC(C(=O)OC(C(F)(F)F)=O)(F)F (trifluoroacetic anhydride). Solvent: C(C)(=O)OCC (ethyl acetate), O (Water), CCCCCC (hexane), ClCCl (dichloromethane), ClCCl (dichloromethane). Conditions: time 10 minute. Yields the product COC(C1CN=C(S1)C=1NC2=C(C=C(C=C2C1)OCCOC)[N+](=O)[O-])OC (2-[5-(dimethoxymethyl)-4,5-dihydro-1,3-thiazol-2-yl]-5-(2-methoxyethoxy)-7-nitro-1H-indole). Isolated yield 173.2%. Reaction SMILES: C1(P(=O)(C2C=CC=CC=2)C2C=CC=CC=2)C=CC=CC=1.FC(F)(F)C(OC(=O)C(F)(F)F)=O.C([S:41][CH:42]([CH:64]([O:67][CH3:68])[O:65][CH3:66])[CH2:43][NH:44][C:45]([C:47]1[NH:48][C:49]2[C:54]([CH:55]=1)=[CH:53][C:52]([O:56][CH2:57][CH2:58][O:59][CH3:60])=[CH:51][C:50]=2[N+:61]([O-:63])=[O:62])=O)C1C=CC=CC=1.C1(SC)C=CC=CC=1>ClCCl.CCCCCC.C(OCC)(=O)C.O>[CH3:66][O:65][CH:64]([O:67][CH3:68])[CH:42]1[S:41][C:45]([C:47]2[NH:48][C:49]3[C:54]([CH:55]=2)=[CH:53][C:52]([O:56][CH2:57][CH2:58][O:59][CH3:60])=[CH:51][C:50]=3[N+:61]([O-:63])=[O:62])=[N:44][CH2:43]1. Procedure details: Triphenylphosphine oxide (3 g) was dissolved in dichloromethane (30 mL), trifluoroacetic anhydride (3.1 g) was added under ice-cooling, and the mixture was stirred for 10 min. A solution of N-[2-(benzylthio)-3,3-dimethoxypropyl]-5-(2-methoxyethoxy)-7-nitro-1H-indole-2-carboxamide (5.0 g) and thioanisole (2.5 g) in dichloromethane (20 mL) was added dropwise to this suspension under ice-cooling. The reaction solution was allowed to warm to room temperature, and stirred for 10 min. Water was added,... The solvent is CS(=O)C (DMSO). Reaction SMILES: [C:1](=O)([O-])[O-].[K+].[K+].[Cl:7][C:8]1[CH:16]=[N:15][CH:14]=[CH:13][C:9]=1[C:10]([OH:12])=[O:11].CI>CS(C)=O>[Cl:7][C:8]1[CH:16]=[N:15][CH:14]=[CH:13][C:9]=1[C:10]([O:12][CH3:1])=[O:11] |f:0.1.2|. Procedure: Potassium carbonate (36.3 g, 263 mmol) was added to 3-chloroisonicotinic acid (10.35 g, 65.7 mmol) in DMSO (50 mL). After 30 min, MeI (8.22 mL, 131 mmol) was added. The mixture was stirred at room temperature for 2 h, quenched with saturated NH4Cl (300 mL) and water (200 mL), and extracted with EtOAc (3×200 mL). The combined extracts were washed with brine (2×50 mL), dried (MgSO4) and concentrated. Silica gel chromatography, eluting with 10-30% ethyl acetate in hexanes, gave methyl 3-chloroisoni... The product is ClC1=C(C(=O)OC)C=CN=C1 (methyl 3-chloroisonicotinate). The reactants are C([O-])([O-])=O.[K+].[K+] (Potassium carbonate), ClC1=C(C(=O)O)C=CN=C1 (3-chloroisonicotinic acid), CI (MeI). Isolated yield 55.7%. Reaction conditions: time 30 minute. Reactants: N1=CC=C(C=C1)C=O (pyridin-4-aldehyde), C([O-])(O)=O.[Na+] (sodium bicarbonate), C(CC)N(C1=CC=C(C=C1)NC(C1=CC=C(C=C1)CNCC=1NC=CN1)=O)CCC (N-(4-dipropylamino-phenyl)-4-{[(1H-imidazol-2-ylmethyl)amino]methyl}-benzamide), C(#N)[BH3-].[Na+] (sodium cyanoborohydride). Run in CO (methanol), C(C)(=O)O (acetic acid). Reaction conditions: time 65 hour. The product is C(CC)N(CCC)CC1=CC=C(C=C1)NC(C1=CC=C(C=C1)CN(CC1=CC=NC=C1)CC=1NC=CN1)=O (N-(4-dipropylaminomethylphenyl)-4-{[(1H-imidazol-2-ylmethyl)-(pyridin-4-ylmethyl)-amino]-methyl}-benzamide). Reaction SMILES: C(N(CCC)[C:5]1[CH:10]=[CH:9][C:8]([NH:11][C:12](=[O:27])[C:13]2[CH:18]=[CH:17][C:16]([CH2:19][NH:20][CH2:21][C:22]3[NH:23][CH:24]=[CH:25][N:26]=3)=[CH:15][CH:14]=2)=[CH:7][CH:6]=1)CC.[N:31]1[CH:36]=[CH:35][C:34]([CH:37]=O)=[CH:33][CH:32]=1.[C:39]([BH3-])#[N:40].[Na+].C(=O)(O)[O-].[Na+]>CO.C(O)(=O)C>[CH2:6]([N:40]([CH2:39][C:5]1[CH:6]=[CH:7][C:8]([NH:11][C:12](=[O:27])[C:13]2[CH:14]=[CH:15][C:16]([CH2:19][N:20]([CH2:21][C:22]3[NH:23][CH:24]=[CH:25][N:26]=3)[CH2:37][C:34]3[CH:35]=[CH:36][N:31]=[CH:32][CH:33]=3)=[CH:17][CH:18]=2)=[CH:9][CH:10]=1)[CH2:7][CH2:8][CH3:9])[CH2:5][CH3:10] |f:2.3,4.5|. Reported procedure: The compound (100 mg) obtained in Example 47-3 was dissolved in methanol (5.0 ml) and added with pyridin-4-aldehyde (manufactured by Tokyo Kasei Kogyo Co., Ltd.) (44.8 μl), followed by the addition of sodium cyanoborohydride (44.9 mg). Then, the reaction solution was adjusted to about pH 5 with acetic acid, followed by stirring at room temperature for 65 hours. The reaction solution was added with a saturated aqueous sodium bicarbonate solution and then extracted with chloroform. The organic lay...